This data is from the Open Reaction Database (ORD), a public repository of structured organic reaction records. The task is: describe an organic reaction: reactants, conditions, products, and yield The reactants are NC1=C2C(C(=CN(C2=C(C(=C1F)F)F)C1CC1)C(=O)O)=O (5-amino-1-cyclopropyl-6,7,8-trifluoro-1,4-dihydro-4-oxoquinoline-3-carboxylic acid), CC1NCCNC1 (2-methylpiperazine). Run in N1=CC=CC=C1 (pyridine). Product: NC1=C2C(C(=CN(C2=C(C(=C1F)N1CC(NCC1)C)F)C1CC1)C(=O)O)=O (5-amino-1-cyclopropyl-6,8-difluoro-7-(3-methyl-1-piperazinyl)-1,4-dihydro-4-oxoquinoline-3-carboxylic acid). Yield: 88.3%. As a reaction SMILES: [NH2:1][C:2]1[C:11]([F:12])=[C:10](F)[C:9]([F:14])=[C:8]2[C:3]=1[C:4](=[O:21])[C:5]([C:18]([OH:20])=[O:19])=[CH:6][N:7]2[CH:15]1[CH2:17][CH2:16]1.[CH3:22][CH:23]1[CH2:28][NH:27][CH2:26][CH2:25][NH:24]1>N1C=CC=CC=1>[NH2:1][C:2]1[C:11]([F:12])=[C:10]([N:27]2[CH2:26][CH2:25][NH:24][CH:23]([CH3:22])[CH2:28]2)[C:9]([F:14])=[C:8]2[C:3]=1[C:4](=[O:21])[C:5]([C:18]([OH:20])=[O:19])=[CH:6][N:7]2[CH:15]1[CH2:17][CH2:16]1. Procedure details: A mixture of 5-amino-1-cyclopropyl-6,7,8-trifluoro-1,4-dihydro-4-oxoquinoline-3-carboxylic acid (1.25 g), 2-methylpiperazine (2.0 g), and pyridine (13 ml) was heated at 105°-110° C. for 1 hour with stirring. The reaction mixture was evaporated to dryness under reduced pressure and water was added to the residue. The mixture was extracted with chloroform and the extract was dried. After evaporation of chloroform, ethanol was added to the residue. The resulting crystals were filtered and recrystal... Run in O1CCCC1 (tetrahydrofuran), O1CCCC1 (tetrahydrofuran). As a reaction SMILES: [Br:1][C:2]1[CH:3]=[C:4]2[C:8](=[CH:9][CH:10]=1)[NH:7][CH:6]=[C:5]2[C:11]1[CH2:12][CH2:13][N:14]([CH3:17])[CH2:15][CH:16]=1.[H-].[K+].C([Li])(C)(C)C.CN(C)[CH:27]=[O:28]>O1CCCC1>[Br:1][C:2]1[CH:3]=[C:4]2[C:8](=[CH:9][CH:10]=1)[NH:7][CH:6]=[C:5]2[C:11]1[CH2:12][CH2:13][N:14]([CH3:17])[CH2:15][CH:16]=1.[CH:27]([C:2]1[CH:3]=[C:4]2[C:8](=[CH:9][CH:10]=1)[NH:7][CH:6]=[C:5]2[C:11]1[CH2:12][CH2:13][N:14]([CH3:17])[CH2:15][CH:16]=1)=[O:28] |f:1.2,6.7|. Starting materials: BrC=1C=C2C(=CNC2=CC1)C=1CCN(CC1)C (5-bromo-3-(1-methyl-1,2,3,6-tetrahydropyridin-4-yl)-1H-indole), [H-].[K+] (potassium hydride), CN(C=O)C (dimethylformamide), C(C)(C)(C)[Li] (tert-butyllithium). Procedure: A solution of 10.0 gm (34.3 mMol) 5-bromo-3-(1-methyl-1,2,3,6-tetrahydropyridin-4-yl)-1H-indole in 150 mL tetrahydrofuran was added dropwise to a stirring suspension of 7.2 gm (36 mMol) potassium hydride in 150 mL tetrahydrofuran at 0° C. After 30 minutes, the reaction mixture is cooled to -78° C. and to it was added 44.5 mL (75.6 mMol) of a precooled (-78° C.) solution of tert-butyllithium (1.7 M in tetrahydrofuran) via cannula. After 15 minutes 4.0 mL (51.5 mL) dimethylformamide was added via ... The yield is 46.0%. The product is BrC=1C=C2C(=CNC2=CC1)C=1CCN(CC1)C.C(=O)C=1C=C2C(=CNC2=CC1)C=1CCN(CC1)C (5-formyl 3-(1-methyl-1,2,3,6-tetrahydropyridin-4-yl)-1H-indole 5-bromo-3-(1-methyl-1,2,3,6-tetrahydropyridin-4-yl)-1H-indole). Run at temperature -78 celsius, time 30 minute. Starting materials: COC(=O)c1cccc(SC(C)c2ccc(OCc3c(C(C)C)nnn3-c3c(Cl)cccc3Cl)cc2C)c1, [Li+], C1COCCO1, [OH-]. Product: Cc1cc(OCc2c(C(C)C)nnn2-c2c(Cl)cccc2Cl)ccc1C(C)Sc1cccc(C(=O)O)c1. Reaction SMILES: [CH3:1][O:2][C:3]([c:4]1[cH:5][c:6]([S:10][CH:11]([CH3:12])[c:13]2[c:14]([CH3:37])[cH:15][c:16]([O:19][CH2:20][c:21]3[n:22](-[c:29]4[c:30]([Cl:36])[cH:31][cH:32][cH:33][c:34]4[Cl:35])[n:23][n:24][c:25]3[CH:26]([CH3:27])[CH3:28])[cH:17][cH:18]2)[cH:7][cH:8][cH:9]1)=[O:38].[Li+:39].[O:41]1[CH2:42][CH2:43][O:44][CH2:45][CH2:46]1.[OH-:40]>>[O:2]=[C:3]([c:4]1[cH:5][c:6]([S:10][CH:11]([CH3:12])[c:13]2[c:14]([CH3:37])[cH:15][c:16]([O:19][CH2:20][c:21]3[n:22](-[c:29]4[c:30]([Cl:36])[cH:31][cH:32][cH:33][c:34]4[Cl:35])[n:23][n:24][c:25]3[CH:26]([CH3:27])[CH3:28])[cH:17][cH:18]2)[cH:7][cH:8][cH:9]1)[OH:38].